Dataset: the Open Reaction Database (ORD), a public repository of structured organic reaction records. Task: describe an organic reaction: reactants, conditions, products, and yield Starting materials: FC(C1(OC(C(O1)(CCI)F)(CCI)F)C(F)(F)F)(F)F (2,2-bis(trifluoromethyl)-4,5-difluoro-4,5-di(2-iodoethyl)-1,3-dioxolane), [OH-].[K+] (KOH). Conditions: time 4 hour. Product: FC(C1(OC(C(O1)(C=C)F)(C=C)F)C(F)(F)F)(F)F (2,2-bis(trifluoromethyl)-4,5-difluoro-4,5-divinyl-1,3-dioxolane). Isolated yield 49.3%. Reaction SMILES: [F:1][C:2]([F:21])([F:20])[C:3]1([C:16]([F:19])([F:18])[F:17])[O:7][C:6]([F:11])([CH2:8][CH2:9]I)[C:5]([F:15])([CH2:12][CH2:13]I)[O:4]1.[OH-].[K+]>>[F:19][C:16]([F:17])([F:18])[C:3]1([C:2]([F:1])([F:20])[F:21])[O:4][C:5]([F:15])([CH:12]=[CH2:13])[C:6]([F:11])([CH:8]=[CH2:9])[O:7]1 |f:1.2|. Procedure: In a flask was charged above compound 9 (95 g, 0.17 mole), 10M KOH (189 ml, 1.89 mole) and phase transfer catalyst (Note) (24.6 g as 60% w/w aqueous solution, 0.034 mole). The reaction mixture was vigorously stirred at ambient temperature for 4 hrs. The bottom organic layer was separated and was further purified by distillation giving 25.0 g (49.3% yield) of the desired Product was obtained as a clear, colorless liquid, bp. 90° C./200 mm. Reactants: BrC1=NC=2N(C(NC(C2N1CC1=C(C=CC=C1)Cl)=O)=O)C (8-Bromo-7-(2-chlorobenzyl)-3-methyl-3,7-dihydropurine-2,6-dione), BrCC=1C(=CC=CC1)C#N (alpha-bromo-o-tolunitril). Yields the product BrC1=NC=2N(C(N(C(C2N1CC1=C(C=CC=C1)Cl)=O)CC1=C(C#N)C=CC=C1)=O)C (2-(8-Bromo-7-(2-chlorobenzyl)-3-methyl-2,6-dioxo-1,2,3,6-tetrahydropurin-1-ylmethyl)benzonitrile). RXN SMILES: [Br:1][C:2]1[N:10]([CH2:11][C:12]2[CH:17]=[CH:16][CH:15]=[CH:14][C:13]=2[Cl:18])[C:9]2[C:8](=[O:19])[NH:7][C:6](=[O:20])[N:5]([CH3:21])[C:4]=2[N:3]=1.Br[CH2:23][C:24]1[C:25]([C:30]#[N:31])=[CH:26][CH:27]=[CH:28][CH:29]=1>>[Br:1][C:2]1[N:10]([CH2:11][C:12]2[CH:17]=[CH:16][CH:15]=[CH:14][C:13]=2[Cl:18])[C:9]2[C:8](=[O:19])[N:7]([CH2:23][C:24]3[CH:29]=[CH:28][CH:27]=[CH:26][C:25]=3[C:30]#[N:31])[C:6](=[O:20])[N:5]([CH3:21])[C:4]=2[N:3]=1. Procedure details: 8-Bromo-7-(2-chlorobenzyl)-3-methyl-3,7-dihydropurine-2,6-dione (75A) and alpha-bromo-o-tolunitril were reacted and purified as described in the General procedure G, Step B, to afford 75B as white crystals. The reactants are FC1=CC=C(C=C1)C(CCCCN1C(CNCC1)C(=O)N)C1=CC=C(C=C1)F (1-[5,5-bis(4-fluorophenyl)pentyl]-2-piperazinecarboxamide), Cl.ClCC(=O)NC=1C(=NC(=CC1C)C)C (2-chloro-N-(2,4,6-trimethyl-3-pyridinyl)acetamide monohydrochloride), C([O-])([O-])=O.[Na+].[Na+] (sodium carbonate). The solvent is CN(C=O)C (N,N-dimethylformamide). Run at temperature 70 celsius, time 15 hour. The product is Cl.Cl.Cl.NC(=O)C1CN(CCN1CCCCC(C1=CC=C(C=C1)F)C1=CC=C(C=C1)F)CC(=O)NC=1C(=NC(=CC1C)C)C (3 -(aminocarbonyl)-4-[5,5-bis(4-fluorophenyl)pentyl]-N-(2,4,6-trimethyl-3-pyridinyl)-1-piperazineacetamide trihydrochloride), hemihydrate. Yield: 61.2%. RXN SMILES: [F:1][C:2]1[CH:7]=[CH:6][C:5]([CH:8]([C:22]2[CH:27]=[CH:26][C:25]([F:28])=[CH:24][CH:23]=2)[CH2:9][CH2:10][CH2:11][CH2:12][N:13]2[CH2:18][CH2:17][NH:16][CH2:15][CH:14]2[C:19]([NH2:21])=[O:20])=[CH:4][CH:3]=1.[ClH:29].[Cl:30][CH2:31][C:32]([NH:34][C:35]1[C:36]([CH3:43])=[N:37][C:38]([CH3:42])=[CH:39][C:40]=1[CH3:41])=[O:33].C(=O)([O-])[O-].[Na+].[Na+]>CN(C)C=O>[ClH:30].[ClH:29].[ClH:30].[NH2:21][C:19]([CH:14]1[N:13]([CH2:12][CH2:11][CH2:10][CH2:9][CH:8]([C:22]2[CH:23]=[CH:24][C:25]([F:28])=[CH:26][CH:27]=2)[C:5]2[CH:6]=[CH:7][C:2]([F:1])=[CH:3][CH:4]=2)[CH2:18][CH2:17][N:16]([CH2:31][C:32]([NH:34][C:35]2[C:36]([CH3:43])=[N:37][C:38]([CH3:42])=[CH:39][C:40]=2[CH3:41])=[O:33])[CH2:15]1)=[O:20] |f:1.2,3.4.5,7.8.9.10|. Procedure details: A mixture of 6.1 parts of 1-[5,5-bis(4-fluorophenyl)pentyl]-2-piperazinecarboxamide, 4.3 parts of 2-chloro-N-(2,4,6-trimethyl-3-pyridinyl)acetamide monohydrochloride, 3.7 parts of sodium carbonate and 90 parts of N,N-dimethylformamide was stirred for 15 hours at 70° C. The reaction mixture was filtered, washed with N,N-dimethylformamide and the filtrate was evaporated in vacuo. The residue was purified by column chromatography over silica gel using a mixture of trichloromethane and methanol (92.... Starting materials: O=C1CCN(CC1)C(=O)OCC1=CC=CC=C1 (benzyl 4-oxopiperidine-1-carboxylate), [H-].[Na+] (Sodium hydride), FC=1C=C(CP(OCC)(OCC)=O)C=CC1 (diethyl (3-fluorobenzyl)phosphonate), FC=1C=C(CP(OCC)(OCC)=O)C=CC1 (diethyl (3-fluorobenzyl)phosphonate). The solvent is C1CCOC1 (THF). Run at time 30 minute. The product is FC=1C=C(C=C2CCN(CC2)C(=O)OCC2=CC=CC=C2)C=CC1 (benzyl 4-(3-fluorobenzylidene)piperidine-1-carboxylate). The yield is 79.5%. As a reaction SMILES: [H-].[Na+].[F:3][C:4]1[CH:5]=[C:6]([CH:16]=[CH:17][CH:18]=1)[CH2:7]P(=O)(OCC)OCC.O=[C:20]1[CH2:25][CH2:24][N:23]([C:26]([O:28][CH2:29][C:30]2[CH:35]=[CH:34][CH:33]=[CH:32][CH:31]=2)=[O:27])[CH2:22][CH2:21]1>C1COCC1>[F:3][C:4]1[CH:5]=[C:6]([CH:16]=[CH:17][CH:18]=1)[CH:7]=[C:20]1[CH2:25][CH2:24][N:23]([C:26]([O:28][CH2:29][C:30]2[CH:31]=[CH:32][CH:33]=[CH:34][CH:35]=2)=[O:27])[CH2:22][CH2:21]1 |f:0.1|. Reported procedure: Sodium hydride (0.245 g) was added portionwise to a solution of diethyl (3-fluorobenzyl)phosphonate (Intermediate 182, 1 g) in THF (40 mL) at 0° C. The mixture was stirred for 30 minutes then benzyl 4-oxopiperidine-1-carboxylate (0.947 g) was added at 0° C. The mixture was allowed to warm to room temperature and stirred for 21.5 hours. The mixture was partitioned between water and ethyl acetate and the organic layer was washed with brine, dried (Na2SO4) and filtered. The filtrate was evaporated ... Reactants: FC(S(=O)(=O)OS(=O)(=O)C(F)(F)F)(F)F (trifluoromethanesulfonic anhydride), C(C)(C)(C)OC(=O)N1C=NC(=C1)I (4-iodo-imidazole-1-carboxylic acid tert-butyl ester), C([O-])(O)=O.[Na+] (sodium bicarbonate), C(C)(C)N(CC)C(C)C (diisopropylethylamine), C(C)N(C(C1=C(C=CC=C1)CO)=O)CC (N,N-diethyl-2-hydroxymethyl-benzamide). Solvent: ClCCl (dichloromethane), ClCCl (dichloromethane), ClCCl (dichloromethane). Run at temperature -78 celsius, time 30 minute. The product is C(C)N(C(C1=C(C=CC=C1)CN1C=NC=C1I)=O)CC (N,N-diethyl-2-(5-iodo-imidazol-1-ylmethyl)-benzamide). Reaction SMILES: FC(F)(F)S(OS(C(F)(F)F)(=O)=O)(=O)=O.C(N(C(C)C)CC)(C)C.[CH2:25]([N:27]([CH2:38][CH3:39])[C:28](=[O:37])[C:29]1[CH:34]=[CH:33][CH:32]=[CH:31][C:30]=1[CH2:35]O)[CH3:26].C(OC([N:47]1[CH:51]=[C:50]([I:52])[N:49]=[CH:48]1)=O)(C)(C)C.C(=O)(O)[O-].[Na+]>ClCCl>[CH2:25]([N:27]([CH2:38][CH3:39])[C:28](=[O:37])[C:29]1[CH:34]=[CH:33][CH:32]=[CH:31][C:30]=1[CH2:35][N:49]1[C:50]([I:52])=[CH:51][N:47]=[CH:48]1)[CH3:26] |f:4.5|. Procedure details: A flask is charged with dichloromethane (200 mL) and trifluoromethanesulfonic anhydride (19.34 g, 67.20 mmol) and cooled to −78° C. A solution of diisopropylethylamine (9.57 g, 73.30 mmol) and N,N-diethyl-2-hydroxymethyl-benzamide (12.92 g, 61.09 mmol) in dichloromethane (40 mL) is added over 10 min. After 30 min, a solution of 4-iodo-imidazole-1-carboxylic acid tert-butyl ester (12.83 g, 42.76 mmol) in dichloromethane (40 mL) is added. The mixture is allowed to gradually warm overnight and afte... The reactants are ClC=1C(=CC=C2C(=CC(=NC12)N1N=C(C=C1)C(F)(F)F)O[C@H]1C[C@H](N(C1)C(=O)OC(C)(C)C)C(=O)OC)OC ((2S,4S)-1-tert-butyl 2-methyl 4-(8-chloro-7-methoxy-2-(3-(trifluoromethyl)-1H-pyrazol-1-yl)quinolin-4-yloxy)pyrrolidine-1,2-dicarboxylate), [Li+].[OH-] (LiOH), O (water), Cl (HCl). Solvent: C1CCOC1 (THF). Reaction conditions: time 16 hour. The product is C(C)(C)(C)OC(=O)N1[C@@H](C[C@@H](C1)OC1=CC(=NC2=C(C(=CC=C12)OC)Cl)N1N=C(C=C1)C(F)(F)F)C(=O)O ((2S,4S)-1-(tert-butoxycarbonyl)-4-(8-chloro-7-methoxy-2-(3-(trifluoromethyl)-1H-pyrazol-1-yl)quinolin-4-yloxy)pyrrolidine-2-carboxylic acid). Isolated yield 95.0%. Reaction SMILES: [Cl:1][C:2]1[C:3]([O:38][CH3:39])=[CH:4][CH:5]=[C:6]2[C:11]=1[N:10]=[C:9]([N:12]1[CH:16]=[CH:15][C:14]([C:17]([F:20])([F:19])[F:18])=[N:13]1)[CH:8]=[C:7]2[O:21][C@@H:22]1[CH2:26][N:25]([C:27]([O:29][C:30]([CH3:33])([CH3:32])[CH3:31])=[O:28])[C@H:24]([C:34]([O:36]C)=[O:35])[CH2:23]1.[Li+].[OH-].O.Cl>C1COCC1>[C:30]([O:29][C:27]([N:25]1[CH2:26][C@@H:22]([O:21][C:7]2[C:6]3[C:11](=[C:2]([Cl:1])[C:3]([O:38][CH3:39])=[CH:4][CH:5]=3)[N:10]=[C:9]([N:12]3[CH:16]=[CH:15][C:14]([C:17]([F:20])([F:18])[F:19])=[N:13]3)[CH:8]=2)[CH2:23][C@H:24]1[C:34]([OH:36])=[O:35])=[O:28])([CH3:33])([CH3:31])[CH3:32] |f:1.2|. Procedure details: To a stirred solution of compound 112 (650 mg, 1.13 mmol) in THF (12 mL) was added LiOH (82 mg, 3.41 mmol) and water. The reaction mixture was stirred at room temperature for 16 hrs and was acidified with 1N HCl to pH 5-6. Aqueous layer was extracted with EtOAc. Organics were dried over Na2SO4, filtered, and concentrated under reduced pressure to yield compound 113 as a pink solid in 95% yield.